From a dataset of the Open Reaction Database (ORD), a public repository of structured organic reaction records. describe an organic reaction: reactants, conditions, products, and yield Procedure: A mixture of methyl 4-fluoro-3-methylbenzoylacetate (1a) (26.95g, 0.128 mol) and mesityl oxide (2) (19.3g, 0.192 mol) was kept at 0°-5° C. for 5 days, poured onto cold saturated NaHCO3 and extracted with ether. The combined extracts were washed with H2O and brine and dried (MgSO4). Removal of the volatiles in vacuo furnished 3a which was used without further purification. The product is CC(C(C(=O)OC)C(C1=CC(=C(C=C1)F)C)=O)(CC(C)=O)C (Methyl 3.3-dimethyl-2-(4-fluoro-3-methylbenzovl)-5-oxohexanoate). Reaction SMILES: [F:1][C:2]1[CH:14]=[CH:13][C:5]([C:6]([CH2:8][C:9]([O:11][CH3:12])=[O:10])=[O:7])=[CH:4][C:3]=1[CH3:15].[O:16]=[C:17]([CH:19]=[C:20]([CH3:22])[CH3:21])[CH3:18].C([O-])(O)=O.[Na+]>>[CH3:21][C:20]([CH3:22])([CH2:19][C:17](=[O:16])[CH3:18])[CH:8]([C:6](=[O:7])[C:5]1[CH:13]=[CH:14][C:2]([F:1])=[C:3]([CH3:15])[CH:4]=1)[C:9]([O:11][CH3:12])=[O:10] |f:2.3|. Starting materials: FC1=C(C=C(C(=O)CC(=O)OC)C=C1)C (methyl 4-fluoro-3-methylbenzoylacetate), O=C(C)C=C(C)C (mesityl oxide), C(=O)(O)[O-].[Na+] (NaHCO3). Reaction conditions: time 5 day. Yields the product C(N)(=O)C1=CC=C(C=C1)C1=CC(=CC(=C1OC)OC)CC=1C(=NC(=NC1)N)N (5-(4'-carbamoyl-5,6-dimethoxy-biphenyl-3-ylmethyl)-pyrimidine-2,4-diamine). Yield: 7.1%. Solvent: O1CCOCC1 (dioxan). Procedure: 1.0 g of 5-(3,4-dimethoxy-5-trimethylstannyl-benzyl)-pyrimidine-2,4-diamine (Example 1o) and 0.472 g of 4-bromobenzamide are dissolved in 50 ml of dioxan, treated with 0.3 g of lithium chloride and 0.15 g of tetrakis-triphenylphosphine-palladium and held at reflux under argon for 14 hrs. The mixture is poured on to ice-water, extracted with methylene chloride, dried over magnesium sulphate and, after concentration, the residue is chromatographed on silica gel with methylene chloride/methanol 2:1... Reaction SMILES: [CH3:1][O:2][C:3]1[CH:4]=[C:5]([CH:15]=[C:16]([Sn](C)(C)C)[C:17]=1[O:18][CH3:19])[CH2:6][C:7]1[C:8]([NH2:14])=[N:9][C:10]([NH2:13])=[N:11][CH:12]=1.Br[C:25]1[CH:33]=[CH:32][C:28]([C:29]([NH2:31])=[O:30])=[CH:27][CH:26]=1.[Cl-].[Li+]>O1CCOCC1>[C:29]([C:28]1[CH:32]=[CH:33][C:25]([C:16]2[C:17]([O:18][CH3:19])=[C:3]([O:2][CH3:1])[CH:4]=[C:5]([CH2:6][C:7]3[C:8]([NH2:14])=[N:9][C:10]([NH2:13])=[N:11][CH:12]=3)[CH:15]=2)=[CH:26][CH:27]=1)(=[O:30])[NH2:31] |f:2.3|. Reactants: ice water, COC=1C=C(CC=2C(=NC(=NC2)N)N)C=C(C1OC)[Sn](C)(C)C (5-(3,4-dimethoxy-5-trimethylstannyl-benzyl)-pyrimidine-2,4-diamine), BrC1=CC=C(C(=O)N)C=C1 (4-bromobenzamide), [Cl-].[Li+] (lithium chloride), tetrakis-triphenylphosphine palladium.